From a dataset of the Open Reaction Database (ORD), a public repository of structured organic reaction records. describe an organic reaction: reactants, conditions, products, and yield Reactants: COC1=C(OCC(O)C2=CC=C(C=C2)OC)C=CC=C1 (2-(2-methoxyphenoxy)-1-(4-methoxyphenyl)ethan-1-ol), [O-]S(=O)(=O)[O-].[Mg+2] (MgSO4). The reagents and catalysts are [Ni] (Ni). The solvent is CCOCC (Et2O). Run at temperature 80 celsius. The product is COC1=CC=C(C=C1)C(C)=O (1-(4-methoxyphenyl)ethan-1-one). As a reaction SMILES: COC1C=CC=CC=1O[CH2:6][CH:7]([C:9]1[CH:14]=[CH:13][C:12]([O:15][CH3:16])=[CH:11][CH:10]=1)[OH:8].[O-]S([O-])(=O)=O.[Mg+2]>[Ni].CCOCC>[CH3:16][O:15][C:12]1[CH:13]=[CH:14][C:9]([C:7](=[O:8])[CH3:6])=[CH:10][CH:11]=1 |f:1.2|. Procedure details: To a vial was added wet Raney Ni 4200 (8 mg, 7×10−5 mol, 50 mol %), then 3 mL degassed hexane followed by 2-(2-methoxyphenoxy)-1-(4-methoxyphenyl)ethan-1-ol (38 mg, 1.4×10−4 mol). The vial was capped and heated to 80° C. for 24 hours. The reaction was cooled, opened and 10 mg of NH4COOH was added. 50 mL of Et2O was used to transfer the crude to an erlenmeyer containing MgSO4. After drying the solution was filtered and concentrated. HNMR gave 88% conversion to 1-(4-methoxyphenyl)ethan-1-one and o... Starting materials: COc1ccc(Cn2nc(C)c3c(Oc4ccc(-c5cnc(Nc6ccccc6)n(C)c5=O)cc4F)ccnc32)cc1, O=C(O)C(F)(F)F. Product: Cc1n[nH]c2nccc(Oc3ccc(-c4cnc(Nc5ccccc5)n(C)c4=O)cc3F)c12. Reaction SMILES: [F:1][c:2]1[cH:3][c:4](-[c:28]2[c:29](=[O:42])[n:30]([CH3:41])[c:31]([NH:34][c:35]3[cH:36][cH:37][cH:38][cH:39][cH:40]3)[n:32][cH:33]2)[cH:5][cH:6][c:7]1[O:8][c:9]1[c:10]2[c:11]([n:12][cH:13][cH:14]1)[n:15]([CH2:19][c:20]1[cH:21][cH:22][c:23]([O:24][CH3:25])[cH:26][cH:27]1)[n:16][c:17]2[CH3:18].[OH:43][C:44]([C:45]([F:46])([F:47])[F:48])=[O:49]>>[F:1][c:2]1[cH:3][c:4](-[c:28]2[c:29](=[O:42])[n:30]([CH3:41])[c:31]([NH:34][c:35]3[cH:36][cH:37][cH:38][cH:39][cH:40]3)[n:32][cH:33]2)[cH:5][cH:6][c:7]1[O:8][c:9]1[c:10]2[c:11]([n:12][cH:13][cH:14]1)[nH:15][n:16][c:17]2[CH3:18].